Dataset: the Open Reaction Database (ORD), a public repository of structured organic reaction records. Task: describe an organic reaction: reactants, conditions, products, and yield Reactants: C[Si](C)(C)C#C (Trimethylsilylacetylene), C1(=CC=CC=C1)P(C1=CC=CC=C1)C1=CC=CC=C1 (triphenylphosphine), BrC1=C(N=C(S1)C)C#N (5-Bromo-2-methyl-thiazole-4-carbonitrile). The reagents and catalysts are C1=CC=C(C=C1)P(C2=CC=CC=C2)C3=CC=CC=C3.C1=CC=C(C=C1)P(C2=CC=CC=C2)C3=CC=CC=C3.Cl[Pd]Cl (bis(triphenylphosphine)palladium(II)chloride), [Cu]I (Copper(I)iodide). Run in C(C)N(CC)CC (triethyl amine), O (water). Conditions: temperature 70 celsius, time 5 hour. The product is CC=1SC(=C(N1)C#N)C#C[Si](C)(C)C (2-Methyl-5-trimethylsilanylethynyl-thiazole-4-carbonitrile), solid. Yield: 79.0%. RXN SMILES: Br[C:2]1[S:6][C:5]([CH3:7])=[N:4][C:3]=1[C:8]#[N:9].[CH3:10][Si:11]([C:14]#[CH:15])([CH3:13])[CH3:12].C1(P(C2C=CC=CC=2)C2C=CC=CC=2)C=CC=CC=1>C(N(CC)CC)C.O.C1C=CC(P(C2C=CC=CC=2)C2C=CC=CC=2)=CC=1.C1C=CC(P(C2C=CC=CC=2)C2C=CC=CC=2)=CC=1.Cl[Pd]Cl.[Cu]I>[CH3:7][C:5]1[S:6][C:2]([C:15]#[C:14][Si:11]([CH3:13])([CH3:12])[CH3:10])=[C:3]([C:8]#[N:9])[N:4]=1 |f:5.6.7|. Procedure details: 5-Bromo-2-methyl-thiazole-4-carbonitrile (4.8 g, 23.6 mmol) was suspended in 50 ml triethyl amine. Trimethylsilylacetylene (4.64 g, 47.3 mmol), triphenylphosphine (186 mg, 0.7 mmol) and bis(triphenylphosphine)palladium(II)chloride (0.83 g, 1.18 mmol) were added and this mixture was evacuated and purged with argon several times to remove oxygen from the solution. Copper(I)iodide (45 mg, 0.24 mmol) was added and the reaction mixture was stirred at 70° C. for 5 hrs. The residue was taken up in wate... Reactants: CO, [Na+], [Na+], O=C(Oc1ccccc1)C1OC1C1CCCCC1, [OH-], O, O, O=P([O-])(O)O. The product is O=C(O)C1OC1C1CCCCC1. RXN SMILES: [CH3:29][OH:30].[Na+:20].[Na+:28].[O:1]1[CH:2]([C:3](=[O:4])[O:5][c:6]2[cH:7][cH:8][cH:9][cH:10][cH:11]2)[CH:12]1[CH:13]1[CH2:14][CH2:15][CH2:16][CH2:17][CH2:18]1.[OH-:19].[OH2:21].[OH2:22].[P:23]([O-:24])([OH:25])([OH:26])=[O:27]>>[O:1]1[CH:2]([C:3](=[O:4])[OH:5])[CH:12]1[CH:13]1[CH2:14][CH2:15][CH2:16][CH2:17][CH2:18]1. Starting materials: C(C)(C)C1=C(C(=CC(=C1)C(C)C)C(C)C)S(=O)(=O)N=[N+]=[N-] (2,4,6-triisopropylbenzenesulfonyl azide), C(C)(=O)O (acetic acid), C(O)([O-])=O.[Na+] (sodium hydrogen carbonate), CC(C)N1C(CC(N(C2=C1C=CC=C2)CC(F)(F)F)=O)=O (1-(2-propyl)-5-(2,2,2-trifluoroethyl)-1,5-benzodiazepine-2,4-dione), CC(C)([O-])C.[K+] (potassium tert-butoxide). Run in O1CCCC1 (tetrahydrofuran), O1CCCC1 (tetrahydrofuran), O1CCCC1 (tetrahydrofuran). Yields the product N(=[N+]=[N-])C1C(N(C2=C(N(C1=O)C(C)C)C=CC=C2)CC(F)(F)F)=O (3-Azido-1-(2-propyl)-5-(2,2,2-trifluoroethyl)-1,5-benzodiazepine-2,4-dione). The yield is 70.2%. As a reaction SMILES: [CH3:1][CH:2]([N:4]1[C:10]2[CH:11]=[CH:12][CH:13]=[CH:14][C:9]=2[N:8]([CH2:15][C:16]([F:19])([F:18])[F:17])[C:7](=[O:20])[CH2:6][C:5]1=[O:21])[CH3:3].CC(C)([O-])C.[K+].C(C1C=C(C(C)C)C=C(C(C)C)C=1S([N:46]=[N+:47]=[N-:48])(=O)=O)(C)C.C(O)(=O)C.C(=O)([O-])O.[Na+]>O1CCCC1>[N:46]([CH:6]1[C:5](=[O:21])[N:4]([CH:2]([CH3:1])[CH3:3])[C:10]2[CH:11]=[CH:12][CH:13]=[CH:14][C:9]=2[N:8]([CH2:15][C:16]([F:19])([F:18])[F:17])[C:7]1=[O:20])=[N+:47]=[N-:48] |f:1.2,5.6|. Procedure: To a stirring solution of 1-(2-propyl)-5-(2,2,2-trifluoroethyl)-1,5-benzodiazepine-2,4-dione (440 mg, 1.46 mmole) in tetrahydrofuran (12 mL), which was cooled to -78° C. in a dry ice/acetone bath, was added dropwise potassium tert-butoxide (1M in tetrahydrofuran, 1.61 mL, 1.61 mmole). After ten minutes, 2,4,6-triisopropylbenzenesulfonyl azide (495 mg, 1.61 mmole) in tetrahydrofuran (5 mL) was added dropwise. After ten minutes, acetic acid (0.35 mL,5.84 mmole) in tetrahydrofuran (5 mL) was added ...